This data is from the Open Reaction Database (ORD), a public repository of structured organic reaction records. The task is: describe an organic reaction: reactants, conditions, products, and yield Starting materials: C(C)(C)(C)OC(=O)N1CC2=CC(=C(C=C2C1)Cl)SCC (5-Chloro-6-ethylsulfanyl-1,3-dihydro-isoindole-2-carboxylic acid tert-butyl ester), {35Cl}M H+, Cl (HCl), {37Cl}M H+. Product: Cl.ClC=1C=C2CNCC2=CC1SCC (5-Chloro-6-ethylsulfanyl-2,3-dihydro-1H-isoindole hydrochloride). Reaction SMILES: C(OC([N:8]1[CH2:16][C:15]2[C:10](=[CH:11][C:12]([S:18][CH2:19][CH3:20])=[C:13]([Cl:17])[CH:14]=2)[CH2:9]1)=O)(C)(C)C.Cl>>[ClH:17].[Cl:17][C:13]1[CH:14]=[C:15]2[C:10](=[CH:11][C:12]=1[S:18][CH2:19][CH3:20])[CH2:9][NH:8][CH2:16]2 |f:2.3|. Procedure: Prepared in analogy to Example A3(e) from 5-Chloro-6-ethylsulfanyl-1,3-dihydro-isoindole-2-carboxylic acid tert-butyl ester and HCl. Off-white solid. MS (m/e): 216.2 ({37Cl}M+H+, 42%), 214.2 ({35Cl}M+H+, 100%). Run at time 6 hour. Starting materials: OC1=C(C(=O)C2=CC=CC=C2)C=C(C(=C1)O)C(CC)(C)C (2,4-dihydroxy-5-(1,1-dimethylpropyl)benzophenone), BrC(C)CC(C)C (2-bromo-4-methylpentane), C([O-])([O-])=O.[K+].[K+] (potassium carbonate), O (water). Reaction SMILES: [OH:1][C:2]1[CH:15]=[C:14]([OH:16])[C:13]([C:17]([CH3:21])([CH3:20])[CH2:18][CH3:19])=[CH:12][C:3]=1[C:4]([C:6]1[CH:11]=[CH:10][CH:9]=[CH:8][CH:7]=1)=[O:5].Br[CH:23]([CH2:25][CH:26]([CH3:28])[CH3:27])[CH3:24].C(=O)([O-])[O-].[K+].[K+].O>C1(C)C(C)=CC=CC=1.CN(C)C(=O)C>[OH:1][C:2]1[CH:15]=[C:14]([O:16][CH:23]([CH3:24])[CH2:25][CH:26]([CH3:28])[CH3:27])[C:13]([C:17]([CH3:20])([CH3:21])[CH2:18][CH3:19])=[CH:12][C:3]=1[C:4]([C:6]1[CH:7]=[CH:8][CH:9]=[CH:10][CH:11]=1)=[O:5] |f:2.3.4|. Run in C=1(C(=CC=CC1)C)C (xylene), CN(C(C)=O)C (N,N-dimethylacetamide). Product: OC1=C(C(=O)C2=CC=CC=C2)C=C(C(=C1)OC(CC(C)C)C)C(CC)(C)C (2-Hydroxy-4-(1,3-dimethylbutyloxy)-5-(1,1-dimethylpropyl)benzophenone). Procedure details: A mixture of 10 g (35 mmol) of 2,4-dihydroxy-5-(1,1-dimethylpropyl)benzophenone, 11 g (66 mmol) of 2-bromo-4-methylpentane and 9.7 g (70 mmol) of potassium carbonate in 50 ml of xylene and 20 ml of N,N-dimethylacetamide is heated with stirring and held at 125° C. for 6 h. The reaction mixture is cooled, then treated with 30 ml of water and extracted with ethyl acetate. The resulting solution is washed with water and then with saturated sodium chloride solution. The residue which remains after dr... Yield: 86.8%. RXN SMILES: [N:1]1([C:16]([O:18][C:19]([CH3:22])([CH3:21])[CH3:20])=[O:17])[CH2:15][CH2:14][CH2:13][C@H:2]1[C:3]([O:5]N1C(=O)CCC1=O)=O.[NH2:23][C@@H:24]([C:32]([OH:34])=[O:33])[CH2:25][C:26]1[CH:31]=[CH:30][CH:29]=[CH:28][CH:27]=1>>[N:1]1([C:16]([O:18][C:19]([CH3:20])([CH3:21])[CH3:22])=[O:17])[CH2:15][CH2:14][CH2:13][C@H:2]1[C:3]([NH:23][C@@H:24]([C:32]([OH:34])=[O:33])[CH2:25][C:26]1[CH:31]=[CH:30][CH:29]=[CH:28][CH:27]=1)=[O:5]. The reactants are N1([C@H](C(=O)ON2C(=O)CCC2=O)CCC1)C(=O)OC(C)(C)C (BocProOSu), N[C@H](CC1=CC=CC=C1)C(=O)O (HDPheOH). Yields the product N1([C@H](C(=O)N[C@H](CC2=CC=CC=C2)C(=O)O)CCC1)C(=O)OC(C)(C)C (BocPro-DPheOH). Yield: 67.0%. Procedure details: Condesation of BocProOH (6.46 g.) and N-hydroxysuccinimide (3.5 g.) using dicyclohexylcarbodiimide gave BocProOSu in 75% yield. Condensation of BocProOSu (5.0 g.) and HDPheOH (2.75 g.) by the salt coupling method gave BocPro-DPheOH in 67% yield. Condensation of BocPro-DPheOH (3.98 g.) and HPheOMe hydrochloride salt (2.4 g.) using dicyclohexylcarbodiimide and N-hydroxysuccinimide gave BocPro-DPhe-PheOMe in 74% yield. Hydrazinolysis of Boc-Pro-DPhe-PheOMe (3.14 g.) gave BocPro-DPhe-PheNHNH2 in 79%... Starting materials: COC(=O)Cl, CCCn1c(=O)c2c(NC)n[nH]c2c2ccccc21, [H-], [Na+], CN(C)C=O. Yields the product CCCn1c(=O)c2c(NC)nn(C(=O)OC)c2c2ccccc21. RXN SMILES: [C:22]([O:23][CH3:24])(=[O:25])[Cl:26].[CH3:1][NH:2][c:3]1[n:4][nH:5][c:6]2[c:7]1[c:8](=[O:19])[n:9]([CH2:16][CH2:17][CH3:18])[c:10]1[cH:11][cH:12][cH:13][cH:14][c:15]21.[H-:20].[Na+:21].[O:27]=[CH:28][N:29]([CH3:30])[CH3:31]>>[CH3:1][NH:2][c:3]1[n:4][n:5]([C:22]([O:23][CH3:24])=[O:25])[c:6]2[c:7]1[c:8](=[O:19])[n:9]([CH2:16][CH2:17][CH3:18])[c:10]1[cH:11][cH:12][cH:13][cH:14][c:15]21. Run in C(Cl)Cl (CH2Cl2), C(Cl)Cl (CH2Cl2). Reported procedure: The aforementioned (S)-2-hydroxymethyl-indan-5-yl-carbamic acid tert-butyl ester (2.15 g, 8.16 mmol) was dissolved in 50 mL of CH2Cl2. p-Toluenesulfonyl chloride (1.63 g, 8.54 mmol) and DMAP (1.1 g, 9.0 mmol) were added and the solution was stirred for 22 hours at rt. The reaction mixture was diluted with 50 mL of CH2Cl2 and washed in turn with saturated aqueous NH4Cl, saturated aqueous NaHCO3 and brine (100 mL each). Each wash was extracted with a small portion of CH2Cl2. The extracts were comb... Reaction SMILES: [C:1]([O:5][C:6](=[O:19])[NH:7][C:8]1[CH:9]=[C:10]2[C:14](=[CH:15][CH:16]=1)[CH2:13][C@H:12]([CH2:17][OH:18])[CH2:11]2)([CH3:4])([CH3:3])[CH3:2].[C:20]1([CH3:30])[CH:25]=[CH:24][C:23]([S:26](Cl)(=[O:28])=[O:27])=[CH:22][CH:21]=1>C(Cl)Cl.CN(C1C=CN=CC=1)C>[C:1]([O:5][C:6]([NH:7][C:8]1[CH:9]=[C:10]2[C:14](=[CH:15][CH:16]=1)[CH2:13][C@H:12]([CH2:17][O:18][S:26]([C:23]1[CH:24]=[CH:25][C:20]([CH3:30])=[CH:21][CH:22]=1)(=[O:28])=[O:27])[CH2:11]2)=[O:19])([CH3:4])([CH3:2])[CH3:3]. Yield: 61.6%. Reactants: C(C)(C)(C)OC(NC=1C=C2C[C@H](CC2=CC1)CO)=O ((S)-2-hydroxymethyl-indan-5-yl-carbamic acid tert-butyl ester), C1(=CC=C(C=C1)S(=O)(=O)Cl)C (p-Toluenesulfonyl chloride). Reaction conditions: time 22 hour. Yields the product C(C)(C)(C)OC(=O)NC=1C=C2C[C@H](CC2=CC1)COS(=O)(=O)C1=CC=C(C=C1)C (toluene-4-sulfonic acid (S)-5-tert-butoxycarbonylamino-indan-2-ylmethyl ester). Reagents/catalysts: CN(C)C=1C=CN=CC1 (DMAP).